From a dataset of the Open Reaction Database (ORD), a public repository of structured organic reaction records. describe an organic reaction: reactants, conditions, products, and yield Reactants: NC1=NC=CC=C1OCC1=CC=CC=C1 (2-amino-3-benzyloxypyridine), CC(CC(C)(C)C)(C)[N+]#[C-] (1,1,3,3-tetramethylbutyl isocyanide), C(C)=O (acetaldehyde). Solvent: Cl(=O)(=O)(=O)O (perchloric acid). The product is C(C1=CC=CC=C1)OC=1C=2N(C=CC1)C(=C(N2)C)NC(CC(C)(C)C)(C)C ((8-benzyloxy-2-methylimidazo[1,2-a]pyridin-3-yl)-(1,1,3,3-tetramethylbutyl)-amine). Reaction SMILES: [NH2:1][C:2]1[C:7]([O:8][CH2:9][C:10]2[CH:15]=[CH:14][CH:13]=[CH:12][CH:11]=2)=[CH:6][CH:5]=[CH:4][N:3]=1.[CH3:16][C:17]([N+:24]#[C-:25])([CH3:23])[CH2:18][C:19]([CH3:22])([CH3:21])[CH3:20].[CH:26](=O)[CH3:27]>Cl(O)(=O)(=O)=O>[CH2:9]([O:8][C:7]1[C:2]2[N:3]([C:25]([NH:24][C:17]([CH3:23])([CH3:16])[CH2:18][C:19]([CH3:22])([CH3:21])[CH3:20])=[C:26]([CH3:27])[N:1]=2)[CH:4]=[CH:5][CH:6]=1)[C:10]1[CH:11]=[CH:12][CH:13]=[CH:14][CH:15]=1. Procedure: Compound (29) was prepared according to the general synthesis instructions from 1.0 ml of 2-amino-3-benzyloxypyridine solution (0.1 M, DCM), 0.575 ml of 1,1,3,3-tetramethylbutyl isocyanide solution (0.2 M, DCM), 0.500 ml of acetaldehyde solution (0.3 M, DCM), and 10 μl of perchloric acid (w=20%). The reactants are N (ammonia), P(=O)([O-])([O-])[O-].[NH4+].[NH4+].[NH4+] (ammonium phosphate), P(=O)([O-])([O-])[O-].[NH4+].[NH4+].[NH4+] (ammonium phosphate), [P] (phosphorus), N (ammonia), P(O)(O)O (phosphorous acid). Solvent: O (water), O (water), O (water). Yields the product P(O)(O)(O)=O (orthophosphoric acid), P(O)(O)O (phosphorous acid), N (ammonia). Reaction SMILES: [P].[NH3:2].[P:3]([O-:7])([O-:6])([O-:5])=[O:4].[NH4+].[NH4+].[NH4+].[P:11]([OH:14])([OH:13])[OH:12]>O>[P:3](=[O:4])([OH:7])([OH:6])[OH:5].[P:11]([OH:14])([OH:13])[OH:12].[NH3:2] |f:2.3.4.5|. Procedure details: To produce 9.6-34-0 compound, phosphorous acid, ammonia and water are merely added to the reactor and mixed appropriately at the temperature and pH set forth previously. To produce 9.8-34-0 orthopolyphosphoric acid via a polymerization reactor, phosphorus acid, ammonia, and water are added to the reactor. Alternatively, premanufactured 10-34-0 ammonium phosphate, phosphorous acid, ammonia and water are all added to the reactor. However, using premanufactured 10-34-0 ammonium phosphate is not pre... Starting materials: [H-].[Al+3].[Li+].[H-].[H-].[H-] (lithium aluminum hydride), FC1=CC2=C(C(NCC(N2)=O)=O)C=C1OC (8-fluoro-7-methoxy-3,4-dihydro-1H-1,4-benzodiazepine-2,5-dione), [H-].[Al+3].[Li+].[H-].[H-].[H-] (lithium aluminum hydride). The solvent is C1CCOC1 (THF), C1CCOC1 (THF). Reaction conditions: time 26 hour. Product: FC1=CC2=C(CNCCN2)C=C1OC (8-fluoro-7-methoxy-2,3,4,5-tetrahydro-1H-1,4-benzodiazepine). As a reaction SMILES: [F:1][C:2]1[C:14]([O:15][CH3:16])=[CH:13][C:5]2[C:6](=O)[NH:7][CH2:8][C:9](=O)[NH:10][C:4]=2[CH:3]=1.[H-].[Al+3].[Li+].[H-].[H-].[H-]>C1COCC1>[F:1][C:2]1[C:14]([O:15][CH3:16])=[CH:13][C:5]2[CH2:6][NH:7][CH2:8][CH2:9][NH:10][C:4]=2[CH:3]=1 |f:1.2.3.4.5.6|. Reported procedure: To a solution of 8-fluoro-7-methoxy-3,4-dihydro-1H-1,4-benzodiazepine-2,5-dione (5.1 g, 227 mmol) dissolved in THF (39.8 mL) was added lithium aluminum hydride (1M solution in THF, 102.4 mL, 102.4 mmol) dropwise. The reaction mixture was heated to reflux. After 26 hours, an additional equivalent of lithium aluminum hydride in THF (22.7 mmol) was added. At 30 hours, the reaction was quenched with water, 15% NaOH and an additional portion of water. The precipitate was filtered and washed with ethy... Starting materials: NC1=CC=CC=C1 (aniline), NC(=O)N (urea), C12CN(CC(CC1)O2)C2=C1C(=NC(=N2)C2=CC=C(C=C2)NC(=O)NCC)N(N=C1)C1CCN(CC1)C(=O)OCC (ethyl 4-(4-(8-oxa-3-azabicyclo[3.2.1]octan-3-yl)-6-(4-(3-ethylureido)phenyl)-1H-pyrazolo[3,4-d]pyrimidin-1-yl)piperidine-1-carboxylate), COC1=CC=C(C=C1)N (p-anisidine). The product is C12CN(CC(CC1)O2)C2=C1C(=NC(=N2)C2=CC=C(C=C2)NC(=O)NC2=CC=C(C=C2)OC)N(N=C1)CC (1-(4-(4-(8-oxa-3-azabicyclo[3.2.1]octan-3-yl)-1-ethyl-1H-pyrazolo[3,4-d]pyrimidin-6-yl)phenyl)-3-(4-methoxyphenyl)urea). Reaction SMILES: NC(N)=O.[CH:5]12[O:12][CH:9]([CH2:10][CH2:11]1)[CH2:8][N:7]([C:13]1[N:18]=[C:17]([C:19]3[CH:24]=[CH:23][C:22]([NH:25][C:26]([NH:28][CH2:29][CH3:30])=[O:27])=[CH:21][CH:20]=3)[N:16]=[C:15]3[N:31]([CH:34]4CCN(C(OCC)=O)C[CH2:35]4)[N:32]=[CH:33][C:14]=13)[CH2:6]2.[CH3:45][O:46][C:47]1[CH:52]=CC(N)=[CH:49][CH:48]=1.NC1C=CC=CC=1>>[CH:5]12[O:12][CH:9]([CH2:10][CH2:11]1)[CH2:8][N:7]([C:13]1[N:18]=[C:17]([C:19]3[CH:20]=[CH:21][C:22]([NH:25][C:26]([NH:28][C:29]4[CH:49]=[CH:48][C:47]([O:46][CH3:45])=[CH:52][CH:30]=4)=[O:27])=[CH:23][CH:24]=3)[N:16]=[C:15]3[N:31]([CH2:34][CH3:35])[N:32]=[CH:33][C:14]=13)[CH2:6]2. Procedure: A urea formation procedure similar to that used for the synthesis of ethyl 4-(4-(8-oxa-3-azabicyclo[3.2.1]octan-3-yl)-6-(4-(3-ethylureido)phenyl)-1H-pyrazolo[3,4-d]pyrimidin-1-yl)piperidine-1-carboxylate is used, utilizing p-anisidine as the aniline component. (20%, MS=500.2 (M+H))